Dataset: the Open Reaction Database (ORD), a public repository of structured organic reaction records. Task: describe an organic reaction: reactants, conditions, products, and yield The reactants are ice water, Cl (hydrochloric acid), FC=1C(=NC=CC1)C1(CCC1)CNC1=CC=C(N=N1)C#N (6-((1-(3-Fluoropyridin-2-yl)cyclobutyl)methylamino)pyridazine-3-carbonitrile), C[Mg+].[Br-] (MeMgBr), solution, CCOC(=O)C (EtOAc). The solvent is C1CCOC1 (THF), CCOCC (Et2O). Conditions: temperature 0 celsius, time 15 minute. Yields the product FC=1C(=NC=CC1)C1(CCC1)CNC1=CC=C(N=N1)C(C)=O (1-(6-((1-(3-fluoropyridin-2-yl)cyclobutyl)methylamino)pyridazin-3-yl)ethanone). Isolated yield 18.0%. RXN SMILES: [F:1][C:2]1[C:3]([C:8]2([CH2:12][NH:13][C:14]3[N:19]=[N:18][C:17](C#N)=[CH:16][CH:15]=3)[CH2:11][CH2:10][CH2:9]2)=[N:4][CH:5]=[CH:6][CH:7]=1.C[Mg+].[Br-].Cl.CCO[C:29]([CH3:31])=[O:30]>C1COCC1.CCOCC>[F:1][C:2]1[C:3]([C:8]2([CH2:12][NH:13][C:14]3[N:19]=[N:18][C:17]([C:29](=[O:30])[CH3:31])=[CH:16][CH:15]=3)[CH2:9][CH2:10][CH2:11]2)=[N:4][CH:5]=[CH:6][CH:7]=1 |f:1.2|. Reported procedure: 6-((1-(3-Fluoropyridin-2-yl)cyclobutyl)methylamino)pyridazine-3-carbonitrile (500 mg, 1.8 mmol, 1.0 equiv) was dissolved in THF (4.5 mL) and transferred to a 20 dram vial. The mixture was cooled to 0° C. and MeMgBr (1.8 mL, 5.3 mmol of a 3M solution in Et2O, 2.9 equiv) was added. The reaction was stirred at this temperature for 15 min. The reaction mixture was poured into ice water, acidified to pH of 2 with 2N aqueous hydrochloric acid, and then extracted EtOAc (30 mL). The organic layer was th... The reactants are O=C([O-])[O-], ClCc1nc(-c2ccc(Cl)cc2)no1, O=c1[nH]c(-c2c(F)ccc(O)c2F)no1, [K+], [K+], CN(C)C=O. Product: O=c1[nH]c(-c2c(F)ccc(OCc3nc(-c4ccc(Cl)cc4)no3)c2F)no1. Reaction SMILES: [C:30](=[O:31])([O-:32])[O-:33].[Cl:1][CH2:2][c:3]1[n:4][c:5](-[c:8]2[cH:9][cH:10][c:11]([Cl:14])[cH:12][cH:13]2)[n:6][o:7]1.[F:15][c:16]1[c:17](-[c:24]2[n:25][o:26][c:27](=[O:29])[nH:28]2)[c:18]([F:23])[cH:19][cH:20][c:21]1[OH:22].[K+:34].[K+:35].[O:36]=[CH:37][N:38]([CH3:39])[CH3:40]>>[CH2:2]([c:3]1[n:4][c:5](-[c:8]2[cH:9][cH:10][c:11]([Cl:14])[cH:12][cH:13]2)[n:6][o:7]1)[O:22][c:21]1[c:16]([F:15])[c:17](-[c:24]2[n:25][o:26][c:27](=[O:29])[nH:28]2)[c:18]([F:23])[cH:19][cH:20]1. Starting materials: C(C)(C)(C)OC(=O)N1CCC(CC1)(C1=C(C=CC(=C1)F)S)O (4-hydroxy-4-(2-mercapto-5-fluoro-phenyl)-piperidine-1-carboxylic acid tert-butyl ester), IC1=C(C=C(C=C1)OC)C (1-iodo-4-methoxy-2-methyl-benzene), COC1=CC(=C(C=C1)N)C (4-methoxy-2-methyl-phenylamine). Product: C(C)(C)(C)OC(=O)N1CCC(CC1)(O)C1=C(C=CC(=C1)F)SC1=C(C=C(C=C1)OC)C (1-tert-Butoxycarbonyl-4-[2-(4-methoxy-2-methyl-phenylsulfanyl)-5-fluoro-phenyl]-piperidine-4-ol). As a reaction SMILES: [C:1]([O:5][C:6]([N:8]1[CH2:13][CH2:12][C:11]([OH:22])([C:14]2[CH:19]=[C:18]([F:20])[CH:17]=[CH:16][C:15]=2[SH:21])[CH2:10][CH2:9]1)=[O:7])([CH3:4])([CH3:3])[CH3:2].I[C:24]1[CH:29]=[CH:28][C:27]([O:30][CH3:31])=[CH:26][C:25]=1[CH3:32].COC1C=CC(N)=C(C)C=1>>[C:1]([O:5][C:6]([N:8]1[CH2:9][CH2:10][C:11]([C:14]2[CH:19]=[C:18]([F:20])[CH:17]=[CH:16][C:15]=2[S:21][C:24]2[CH:29]=[CH:28][C:27]([O:30][CH3:31])=[CH:26][C:25]=2[CH3:32])([OH:22])[CH2:12][CH2:13]1)=[O:7])([CH3:4])([CH3:2])[CH3:3]. Procedure: Prepared from 4-hydroxy-4-(2-mercapto-5-fluoro-phenyl)-piperidine-1-carboxylic acid tert-butyl ester and 1-iodo-4-methoxy-2-methyl-benzene (prepared from 4-methoxy-2-methyl-phenylamine by diazotization according to the general procedure by Tunney and Stille J. Org. Chem. 1987, 52, 748-753). Reactants: BrC=1C=C(C=CC1)C1=NC=2C(=NC=CC2)N1CC(=O)O (2-(3-bromophenyl)-3H-imidazo[4,5-b]pyridine-3-acetic acid), C(=O)(N1C=NC=C1)N1C=NC=C1 (1,1'-carbonyldiimidazole), CN (methylamine). Solvent: O1CCCC1 (tetrahydrofuran), O1CCCC1 (tetrahydrofuran). Run at time 4 hour. The product is BrC=1C=C(C=CC1)C1=NC=2C(=NC=CC2)N1CC(=O)NC (2-(3-Bromophenyl)-N-methyl-3H-imidazo[4,5-b]pyridine-3-acetamide). The yield is 70.8%. As a reaction SMILES: [Br:1][C:2]1[CH:3]=[C:4]([C:8]2[N:16]([CH2:17][C:18]([OH:20])=O)[C:11]3=[N:12][CH:13]=[CH:14][CH:15]=[C:10]3[N:9]=2)[CH:5]=[CH:6][CH:7]=1.[C:21](N1C=CN=C1)([N:23]1C=CN=C1)=O.CN>O1CCCC1>[Br:1][C:2]1[CH:3]=[C:4]([C:8]2[N:16]([CH2:17][C:18]([NH:23][CH3:21])=[O:20])[C:11]3=[N:12][CH:13]=[CH:14][CH:15]=[C:10]3[N:9]=2)[CH:5]=[CH:6][CH:7]=1. Procedure: A suspension of 2-(3-bromophenyl)-3H-imidazo[4,5-b]pyridine-3-acetic acid (6.0 g, 0.018 mole), 1,1'-carbonyldiimidazole (2.9 g, 0.018 mole), and anhydrous tetrahydrofuran (200 ml) was stirred at room temperature with a stream of nitrogen bubbling through for 4 hours. The nitrogen flow was stopped and a solution of methylamine in tetrahydrofuran (36 ml of 1M) was added. The solution was stirred at room temperature under nitrogen for 1/2 hour. The reaction mixture was filtered and concentrated in ... The reactants are O=C(c1ncc[nH]1)c1ncc[nH]1, O=C(n1ccnc1)n1ccnc1, C1CCOC1, O=CO, O=CO, COc1ccc2c(c1)CNN=C2Cc1c(Cl)cncc1Cl, N#N. Yields the product COc1ccc2c(c1)CN(C=O)N=C2Cc1c(Cl)cncc1Cl. Reaction SMILES: [C:39]([c:40]1[nH:41][cH:42][cH:43][n:44]1)([c:45]1[nH:46][cH:47][cH:48][n:49]1)=[O:50].[C:6]([n:7]1[cH:8][cH:9][n:10][cH:11]1)([n:12]1[cH:13][cH:14][n:15][cH:16]1)=[O:17].[CH2:54]1[O:55][CH2:56][CH2:57][CH2:58]1.[CH:1](=[O:2])[OH:3].[CH:51]([OH:52])=[O:53].[Cl:18][c:19]1[cH:20][n:21][cH:22][c:23]([Cl:38])[c:24]1[CH2:25][C:26]1=[N:27][NH:28][CH2:29][c:30]2[cH:31][c:32]([O:36][CH3:37])[cH:33][cH:34][c:35]21.[N:4]#[N:5]>>[CH:1](=[O:3])[N:28]1[N:27]=[C:26]([CH2:25][c:24]2[c:19]([Cl:18])[cH:20][n:21][cH:22][c:23]2[Cl:38])[c:35]2[c:30]([cH:31][c:32]([O:36][CH3:37])[cH:33][cH:34]2)[CH2:29]1. The reactants are [BH3-]C#N, CC(C)CC(=O)C(=O)O, CC(N)C(=O)N1CCCC1C(=O)O, [Na+]. Product: CC(C)CC(NC(C)C(=O)N1CCCC1C(=O)O)C(=O)O. As a reaction SMILES: [C:23]([BH3-:24])#[N:25].[CH3:1][CH:2]([CH3:3])[CH2:4][C:5](=[O:6])[C:7]([OH:8])=[O:9].[NH2:10][CH:11]([CH3:12])[C:13](=[O:14])[N:15]1[CH:16]([C:17](=[O:18])[OH:19])[CH2:20][CH2:21][CH2:22]1.[Na+:26]>>[CH3:1][CH:2]([CH3:3])[CH2:4][CH:5]([C:7]([OH:8])=[O:9])[NH:10][CH:11]([CH3:12])[C:13](=[O:14])[N:15]1[CH:16]([C:17](=[O:18])[OH:19])[CH2:20][CH2:21][CH2:22]1. Starting materials: C(C)(C)(C)C1=CC(=C(C(=O)OC)C=C1)OC1=NC(=CC=C1)C(F)(F)F (methyl 4-tert-butyl-2-(6-(trifluoromethyl)pyridin-2-yloxy)benzoate), O.[OH-].[Li+] (lithium hydroxide hydrate), Cl (HCl). The solvent is C1CCOC1 (THF), O (water). Run at time 2 day. Product: C(C)(C)(C)C1=CC(=C(C(=O)O)C=C1)OC1=NC(=CC=C1)C(F)(F)F (4-tert-butyl-2-(6-(trifluoromethyl)pyridin-2-yloxy)benzoic acid). The yield is 94.7%. As a reaction SMILES: [C:1]([C:5]1[CH:14]=[CH:13][C:8]([C:9]([O:11]C)=[O:10])=[C:7]([O:15][C:16]2[CH:21]=[CH:20][CH:19]=[C:18]([C:22]([F:25])([F:24])[F:23])[N:17]=2)[CH:6]=1)([CH3:4])([CH3:3])[CH3:2].O.[OH-].[Li+].Cl>C1COCC1.O>[C:1]([C:5]1[CH:14]=[CH:13][C:8]([C:9]([OH:11])=[O:10])=[C:7]([O:15][C:16]2[CH:21]=[CH:20][CH:19]=[C:18]([C:22]([F:25])([F:23])[F:24])[N:17]=2)[CH:6]=1)([CH3:4])([CH3:2])[CH3:3] |f:1.2.3|. Procedure: A mixture of methyl 4-tert-butyl-2-(6-(trifluoromethyl)pyridin-2-yloxy)benzoate (0.49 g, 1.4 mmol) and lithium hydroxide hydrate (0.12 g, 2.8 mmol) in THF (5 mL) and water (5 mL) was stirred at room temperature for two days. The reaction was made acidic with 1 M HCl(aq) and extracted with ethyl acetate. The combined extracts were washed with water, dried over sodium sulfate, and evaporated to give 4-tert-butyl-2-(6-(trifluoromethyl)pyridin-2-yloxy)benzoic acid (0.45 g, 95% yield). LC/MS: m/z 340... The yield is 71.9%. Reaction SMILES: C[O:2][C:3]([C:5]1[N:6]([C:19]2[CH:24]=[CH:23][CH:22]=[CH:21][CH:20]=2)[C:7]2[C:12]([C:13]=1[O:14][CH:15]([CH3:17])[CH3:16])=[CH:11][C:10]([Cl:18])=[CH:9][CH:8]=2)=[O:4].[OH-].[K+]>>[Cl:18][C:10]1[CH:11]=[C:12]2[C:7](=[CH:8][CH:9]=1)[N:6]([C:19]1[CH:24]=[CH:23][CH:22]=[CH:21][CH:20]=1)[C:5]([C:3]([OH:4])=[O:2])=[C:13]2[O:14][CH:15]([CH3:17])[CH3:16] |f:1.2|. Reported procedure: The crude 5-chloro-3-(1-methylethoxy)-1-phenyl-1H-indole-2-carboxylic acid methyl ester intermediate (14.8 g; 0.043 mole) was saponified with 6.4 g (0.11 mole) of potassium hydroxide as described in Example 1 to yield 10.2 g (72% yield) of the crude carboxylic acid product, mp 120° -dec. This material was used for further synthesis without additional purification. Product: ClC=1C=C2C(=C(N(C2=CC1)C1=CC=CC=C1)C(=O)O)OC(C)C (5-Chloro-3-(1-methylethoxy)-1-phenyl-1H-indole-2-carboxylic acid). Reactants: COC(=O)C=1N(C2=CC=C(C=C2C1OC(C)C)Cl)C1=CC=CC=C1 (5-chloro-3-(1-methylethoxy)-1-phenyl-1H-indole-2-carboxylic acid methyl ester), [OH-].[K+] (potassium hydroxide).